describe an organic reaction: reactants, conditions, products, and yield From a dataset of the Open Reaction Database (ORD), a public repository of structured organic reaction records. The reactants are C(C)(=O)NC=1C=C2C(N(C(=NC2=CC1)CCCC)CC1=CC=C(C=C1)C1=C(C=CC=C1)C1=NN=NN1C(C1=CC=CC=C1)(C1=CC=CC=C1)C1=CC=CC=C1)=O (6-Acetamido-2-butyl-3-[(2'-(N-triphenylmethyl-tetrazol-5-yl)biphen-4-yl)methyl]quinazolin-4(3H)-one), C(C)(=O)O (acetic acid), [NH4+].[OH-] (NH4OH). Reagents/catalysts: Cl (HCl). The solvent is CO (MeOH). Reaction conditions: time 5 minute. Product: C(C)(=O)NC=1C=C2C(N(C(=NC2=CC1)CCCC)CC1=CC=C(C=C1)C1=C(C=CC=C1)C1=NN=NN1)=O (6-Acetamido-2-butyl-3-[(2'-(tetrazol-5-yl)biphen-4-yl)methyl]quinazolin-4(3H)-one). Yield: 65.0%. As a reaction SMILES: [C:1]([NH:4][C:5]1[CH:6]=[C:7]2[C:12](=[CH:13][CH:14]=1)[N:11]=[C:10]([CH2:15][CH2:16][CH2:17][CH3:18])[N:9]([CH2:19][C:20]1[CH:25]=[CH:24][C:23]([C:26]3[CH:31]=[CH:30][CH:29]=[CH:28][C:27]=3[C:32]3[N:36](C(C4C=CC=CC=4)(C4C=CC=CC=4)C4C=CC=CC=4)[N:35]=[N:34][N:33]=3)=[CH:22][CH:21]=1)[C:8]2=[O:56])(=[O:3])[CH3:2].[NH4+].[OH-].C(O)(=O)C>CO.Cl>[C:1]([NH:4][C:5]1[CH:6]=[C:7]2[C:12](=[CH:13][CH:14]=1)[N:11]=[C:10]([CH2:15][CH2:16][CH2:17][CH3:18])[N:9]([CH2:19][C:20]1[CH:25]=[CH:24][C:23]([C:26]3[CH:31]=[CH:30][CH:29]=[CH:28][C:27]=3[C:32]3[NH:33][N:34]=[N:35][N:36]=3)=[CH:22][CH:21]=1)[C:8]2=[O:56])(=[O:3])[CH3:2] |f:1.2|. Procedure details: To a solution of 0.073 g (0.099 mmol) of the product from Example 42 in 2 mL of MeOH was added 4 drops of conc. HCl. The reaction mixture was stirred for 5 minutes and then made basic by addition of conc. NH4OH. The pH of the solution was adjusted to 5.0 by addition of acetic acid. The reaction mixture was concentrated in vacuo and the residue was taken up in 20 ml of EtOAc. The solution was washed with water (2×5 mL) and brine (1×5 mL) and dried over MgSO4. The mixture was filtered and concentr... The reactants are CO, CCCn1c(=O)c2[nH]c(C34CCC(C=CC(=O)O)(CC3)CO4)nc2n(CCC)c1=O. Yields the product CCCn1c(=O)c2[nH]c(C34CCC(CCC(=O)O)(CC3)CO4)nc2n(CCC)c1=O. RXN SMILES: [CH3:31][OH:32].[O:1]=[c:2]1[n:3]([CH2:28][CH2:29][CH3:30])[c:4](=[O:27])[c:5]2[nH:6][c:7]([C:14]34[O:15][CH2:16][C:17]([CH:22]=[CH:23][C:24](=[O:25])[OH:26])([CH2:18][CH2:19]3)[CH2:20][CH2:21]4)[n:8][c:9]2[n:10]1[CH2:11][CH2:12][CH3:13]>>[O:1]=[c:2]1[n:3]([CH2:28][CH2:29][CH3:30])[c:4](=[O:27])[c:5]2[nH:6][c:7]([C:14]34[O:15][CH2:16][C:17]([CH2:22][CH2:23][C:24](=[O:25])[OH:26])([CH2:18][CH2:19]3)[CH2:20][CH2:21]4)[n:8][c:9]2[n:10]1[CH2:11][CH2:12][CH3:13]. Starting materials: ClS(=O)(=O)O (Chlorosulfonic acid), FC(C1OC2=C(C=C1C(=O)OCC)C=CC=C2)(F)F (ethyl 2-trifluoromethyl-2H-1-benzopyran-3-carboxylate). Run at temperature -15 celsius, time 1 hour. Yields the product ClS(=O)(=O)C=1C=CC2=C(C=C(C(O2)C(F)(F)F)C(=O)OCC)C1 (ethyl 6-chlorosulfonyl-2-trifluoromethyl-2H-1-benzopyran-3-carboxylate). The yield is 87.0%. Reaction SMILES: [Cl:1][S:2]([OH:5])(=O)=[O:3].[F:6][C:7]([F:24])([F:23])[CH:8]1[C:13]([C:14]([O:16][CH2:17][CH3:18])=[O:15])=[CH:12][C:11]2[CH:19]=[CH:20][CH:21]=[CH:22][C:10]=2[O:9]1>>[Cl:1][S:2]([C:20]1[CH:21]=[CH:22][C:10]2[O:9][CH:8]([C:7]([F:24])([F:23])[F:6])[C:13]([C:14]([O:16][CH2:17][CH3:18])=[O:15])=[CH:12][C:11]=2[CH:19]=1)(=[O:5])=[O:3]. Procedure: Chlorosulfonic acid (50.0 mL) was cooled to 15° C. and ethyl 2-trifluoromethyl-2H-1-benzopyran-3-carboxylate (Example 10, Step 2) (6.21 g, 22.83 mmol) was added. After stirring at −15° C. for 1 hour, the solution was warmed to room temperature and stirred for 16 hours. The solution was added dropwise onto ice (500 mL) with vigorous stirring and extracted with diethyl ether (2×250 mL). The ether layers were combined, washed with water (2×250 mL), saturated sodium bicarbonate (2×250 mL), and brine... The reactants are C[SiH](C)OC1(CO)CC(C(C)(C)C)CN1C(=O)OC(C)(C)C, ClCCl, CCN(C(C)C)C(C)C, [Cl-], [NH4+], CS(=O)(=O)Cl. The product is C[SiH](C)OC1(COS(C)(=O)=O)CC(C(C)(C)C)CN1C(=O)OC(C)(C)C. RXN SMILES: [C:15]([CH3:16])([CH3:17])([CH3:18])[O:19][C:20](=[O:21])[N:22]1[C:23]([CH2:31][OH:32])([O:33][SiH:34]([CH3:35])[CH3:36])[CH2:24][CH:25]([C:27]([CH3:28])([CH3:29])[CH3:30])[CH2:26]1.[CH2:39]([Cl:40])[Cl:41].[CH:1]([N:2]([CH2:3][CH3:4])[CH:5]([CH3:6])[CH3:7])([CH3:8])[CH3:9].[Cl-:37].[NH4+:38].[S:10](=[O:11])(=[O:12])([CH3:13])[Cl:14]>>[S:10](=[O:11])(=[O:12])([CH3:13])[O:32][CH2:31][C:23]1([O:33][SiH:34]([CH3:35])[CH3:36])[N:22]([C:20]([O:19][C:15]([CH3:16])([CH3:17])[CH3:18])=[O:21])[CH2:26][CH:25]([C:27]([CH3:28])([CH3:29])[CH3:30])[CH2:24]1. Starting materials: CCCCc1noc(C)c1CCc1nc(C)c(C(=O)OC)s1, Cc1ccccc1, NC(CO)CO. Reaction SMILES: [CH3:1][O:2][C:3](=[O:4])[c:5]1[c:6]([CH3:22])[n:7][c:8]([CH2:10][CH2:11][c:12]2[c:13]([CH2:18][CH2:19][CH2:20][CH3:21])[n:14][o:15][c:16]2[CH3:17])[s:9]1.[CH3:29][c:30]1[cH:31][cH:32][cH:33][cH:34][cH:35]1.[NH2:23][CH:24]([CH2:25][OH:26])[CH2:27][OH:28]>>[C:3](=[O:4])([c:5]1[c:6]([CH3:22])[n:7][c:8]([CH2:10][CH2:11][c:12]2[c:13]([CH2:18][CH2:19][CH2:20][CH3:21])[n:14][o:15][c:16]2[CH3:17])[s:9]1)[NH:23][CH:24]([CH2:25][OH:26])[CH2:27][OH:28]. The product is CCCCc1noc(C)c1CCc1nc(C)c(C(=O)NC(CO)CO)s1. Reaction conditions: time 16 hour. Isolated yield 99.6%. Procedure details: 5-chloropentanoyl chloride (0.12 mmol) was added to a stirred solution of Intermediate 118 (0.1 mmol) and diisopropylethylamine (0.3 mmol) in chloroform (1 ml) at room temperature. After stirring at room temperature for 16 h, the reaction mixture was applied to a SPE cartridge (aminopropyl, 2 g) and the cartridge was eluted sequentially with chlororm, ethyl acetate and methanol. Fractions containing the desired product were combined and blown down under nitrogen. The resulting residue was furthe... Product: ClCCCCC(=O)NCC1=NOC(=N1)C=1C(=C2C(=NC1)N(N=C2)CC)NC2CCOCC2 (5-Chloro-N-({5-[1-ethyl-4-(tetrahydro-2H-pyran-4-ylamino)-1H-pyrazolo[3,4-b]pyridin-5-yl]-1,2,4-oxadiazol-3-yl}methyl)pentanamide). RXN SMILES: [Cl:1][CH2:2][CH2:3][CH2:4][CH2:5][C:6](Cl)=[O:7].[NH2:9][CH2:10][C:11]1[N:15]=[C:14]([C:16]2[CH:21]=[N:20][C:19]3[N:22]([CH2:25][CH3:26])[N:23]=[CH:24][C:18]=3[C:17]=2[NH:27][CH:28]2[CH2:33][CH2:32][O:31][CH2:30][CH2:29]2)[O:13][N:12]=1.C(N(C(C)C)CC)(C)C>C(Cl)(Cl)Cl>[Cl:1][CH2:2][CH2:3][CH2:4][CH2:5][C:6]([NH:9][CH2:10][C:11]1[N:15]=[C:14]([C:16]2[C:17]([NH:27][CH:28]3[CH2:33][CH2:32][O:31][CH2:30][CH2:29]3)=[C:18]3[CH:24]=[N:23][N:22]([CH2:25][CH3:26])[C:19]3=[N:20][CH:21]=2)[O:13][N:12]=1)=[O:7]. Reactants: ClCCCCC(=O)Cl (5-chloropentanoyl chloride), NCC1=NOC(=N1)C1=C(C2=C(N=C1)N(N=C2)CC)NC2CCOCC2 (5-[3-(Aminomethyl)-1,2,4-oxadiazol-5-yl]-1-ethyl-N-(tetrahydro-2H-pyran-4-yl)-1H-pyrazolo[3,4-b]pyridin-4-amine), C(C)(C)N(CC)C(C)C (diisopropylethylamine). Run in C(Cl)(Cl)Cl (chloroform). Reactants: ClC=1C=C(CN)C=CC1Cl (3,4-dichlorobenzylamine), C1=NC=CC2=C(C=CC=C12)C(C(=O)O)C (2-(5-isoquinolinyl)propanoic acid), C1=NC=CC2=C(C=CC=C12)CC(=O)O (5-isoquinolinylacetic acid). The product is ClC=1C=C(CNC(C(C)C2=C3C=CN=CC3=CC=C2)=O)C=CC1Cl (N-(3,4-dichlorobenzyl)-2-(5-isoquinolinyl)propanamide). RXN SMILES: [Cl:1][C:2]1[CH:3]=[C:4]([CH:7]=[CH:8][C:9]=1[Cl:10])[CH2:5][NH2:6].[CH:11]1[C:20]2[C:15](=[C:16]([CH:21]([CH3:25])[C:22](O)=[O:23])[CH:17]=[CH:18][CH:19]=2)[CH:14]=[CH:13][N:12]=1.C1C2C(=C(CC(O)=O)C=CC=2)C=CN=1>>[Cl:1][C:2]1[CH:3]=[C:4]([CH:7]=[CH:8][C:9]=1[Cl:10])[CH2:5][NH:6][C:22](=[O:23])[CH:21]([C:16]1[CH:17]=[CH:18][CH:19]=[C:20]2[C:15]=1[CH:14]=[CH:13][N:12]=[CH:11]2)[CH3:25]. Reported procedure: The title compound was prepared using the procedure described in Example 222B using 3,4-dichlorobenzylamine and 2-(5-isoquinolinyl)propanoic acid instead of 4-(trifluoromethoxy)benzylamine and 5-isoquinolinylacetic acid. MS (ESI+) m/z 359 (M+H)+; MS (ESI−) m/z 357 (M−H)−; 1H NMR (DMSO, 300 MHz) δ 1.54 (d, J 7.1, 3H), 4.20 (m, 2H), 4.53 (q, J 7.1, 1H), 7.16 (d, J 8.4, 1H), 7.31 (s, 1H), 7.52 (d, J 8.4, 1H), 7.77 (t, J 7.8, 11H), 7.89 (d, J 6.5, 11H), 8.16 (d, J 8.1, 1H), 8.22 (d, J 6.4, 11H), 8.5... The reactants are BrCC=C(C(CC=C(CC)C)C)CC (1-bromo-3-ethyl-4,7-dimethyl-2,6-nonadiene), OC1=CC=C2CCCOC2=C1 (7-hydroxy-chromane). Yields the product C(C)C(=CCOC1=CC=C2CCCOC2=C1)C(CC=C(CC)C)C (7-(3-ethyl-4,7-dimethyl-2,6-nonadienyloxy)-chromane). As a reaction SMILES: Br[CH2:2][CH:3]=[C:4]([CH2:13][CH3:14])[CH:5]([CH3:12])[CH2:6][CH:7]=[C:8]([CH3:11])[CH2:9][CH3:10].[OH:15][C:16]1[CH:25]=[C:24]2[C:19]([CH2:20][CH2:21][CH2:22][O:23]2)=[CH:18][CH:17]=1>>[CH2:13]([C:4]([CH:5]([CH3:12])[CH2:6][CH:7]=[C:8]([CH3:11])[CH2:9][CH3:10])=[CH:3][CH2:2][O:15][C:16]1[CH:25]=[C:24]2[C:19]([CH2:20][CH2:21][CH2:22][O:23]2)=[CH:18][CH:17]=1)[CH3:14]. Procedure details: Following the procedure of Example 1, 1-bromo-3-ethyl-4,7-dimethyl-2,6-nonadiene and 7-hydroxy-chromane are reacted to form 7-(3-ethyl-4,7-dimethyl-2,6-nonadienyloxy)-chromane, nD20 = 1.5226. Reactants: C(=O)([O-])[O-].[Na+].[Na+] (Na2CO3), CN1C(CCC1)=O (1-methyl-2-pyrrolidinone), CC1=CN(C2=CC=CC=C12)N (3-methyl-1H-indol-1-amine), ClC1=NC=NC(=C1)Cl (4,6-dichloropyrimidine). Solvent: O (water). Reaction conditions: temperature 120 celsius, time 4 hour. Product: ClC1=CC(=NC=N1)NN1C=C(C2=CC=CC=C12)C (6-Chloro-N-(3-methyl-1H-indol-1-yl)-4-pyrimidinamine). As a reaction SMILES: CN1CCCC1=O.[CH3:8][C:9]1[C:17]2[C:12](=[CH:13][CH:14]=[CH:15][CH:16]=2)[N:11]([NH2:18])[CH:10]=1.[Cl:19][C:20]1[CH:25]=[C:24](Cl)[N:23]=[CH:22][N:21]=1.C([O-])([O-])=O.[Na+].[Na+]>O>[Cl:19][C:20]1[N:21]=[CH:22][N:23]=[C:24]([NH:18][N:11]2[C:12]3[C:17](=[CH:16][CH:15]=[CH:14][CH:13]=3)[C:9]([CH3:8])=[CH:10]2)[CH:25]=1 |f:3.4.5|. Procedure details: To 125 ml of 1-methyl-2-pyrrolidinone was added 3-methyl-1H-indol-1-amine (10.0 g), and this mixture was heated to 120° C. Then 4,6-dichloropyrimidine (10.43 g), was added to the hot solution and this mixture was stirred for four hours. The reaction was cooled, poured into water, basified with Na2CO3 (aq) extracted with ethyl acetate and the organic layer washed with water and dried (sat. NaCl, anhy. MgSO4).